From a dataset of the Open Reaction Database (ORD), a public repository of structured organic reaction records. describe an organic reaction: reactants, conditions, products, and yield Reaction conditions: time 1 hour. Yields the product BrC1=CC(=C(C=C1)C1C(C1)C(=O)OCC)F ((+)-ethyl 2-(4-bromo-2-fluorophenyl)cyclopropanecarboxylate). The solvent is C(Cl)(Cl)Cl (chloroform), C(Cl)(Cl)Cl (chloroform), C(Cl)(Cl)Cl (chloroform). As a reaction SMILES: C(C1OC[C@@H](C(C)(C)C)N=1)(C1OC[C@@H](C(C)(C)C)N=1)(C)C.[Br:22][C:23]1[CH:28]=[CH:27][C:26]([CH:29]=[CH2:30])=[C:25]([F:31])[CH:24]=1.[N+](=[CH:34][C:35]([O:37][CH2:38][CH3:39])=[O:36])=[N-]>C(Cl)(Cl)Cl>[Br:22][C:23]1[CH:28]=[CH:27][C:26]([CH:29]2[CH2:30][CH:34]2[C:35]([O:37][CH2:38][CH3:39])=[O:36])=[C:25]([F:31])[CH:24]=1. Reported procedure: To a suspension of copper(I) trifluoromethanesulfonate benzene complex (0.01 eq) in chloroform (100 mL) at rt, was added (R,R)-2,2′-isopropylidene-bis(4-tert-butyl-2-oxazoline) (0.01 eq). The mixture was stirred at for 1 h then cannulated through glass wool in a solution of styrene from step 5 (1.2 eq) in chloroform (0.1M) at 4° C. To this solution was added a solution of ethyl diazoacetate (0.8 eq) in of chloroform (1M) dropwise over 3 h. The final mixture was stirred overnight at 4° C. The mix... Reactants: BrC1=CC(=C(C=C1)C=C)F (4-bromo-2-fluoro-1-vinylbenzene), [N+](=[N-])=CC(=O)OCC (ethyl diazoacetate), C(C)(C)(C=1OC[C@H](N1)C(C)(C)C)C=1OC[C@H](N1)C(C)(C)C ((R,R)-2,2′-isopropylidene-bis(4-tert-butyl-2-oxazoline)), final mixture.